From a dataset of the Open Reaction Database (ORD), a public repository of structured organic reaction records. describe an organic reaction: reactants, conditions, products, and yield Reported procedure: To a mixture of (3R,6R)-3-[(R)-1-(1-methylindol-3-yl)ethyl]-6-(1-methyl-2-pyridiniomethyl)piperazine-2,5-dione iodide (0.12 g), methanol (1.2 ml), and water (1.2 ml) was added sodium borohydride (0.12 g). The mixture was stirred on an ice bath for 1 hour, diluted with water (10 ml), and set aside in a refrigerator overnight. A precipitated solid was filtered, washed with water, and dried in vacuo to afford (3R,6R)-3-[(R)-1-methylindol-3-yl)ethyl]-6-[(RS)-1-methyl-1,2,3,6-tetrahydropyridin-6-yl-m... Yields the product CN1CCC=CC1CC1C(NCC(N1)=O)=O (6-[(RS)-1-methyl-1,2,3,6-tetrahydropyridin-6-yl-methyl]piperazine-2,5-dione). Reactants: [I-].CN1C=C(C2=CC=CC=C12)[C@@H](C)[C@@H]1C(N[C@@H](C(N1)=O)C[CH2+]1N(C=CC=C1)C)=O ((3R,6R)-3-[(R)-1-(1-methylindol-3-yl)ethyl]-6-(1-methyl-2-pyridiniomethyl)piperazine-2,5-dione iodide), CO (methanol), [BH4-].[Na+] (sodium borohydride). The yield is 56.7%. Reaction conditions: time 1 hour. As a reaction SMILES: [I-].CN1C2C(=CC=CC=2)C([C@H]([C@H:14]2[NH:19][C:18](=[O:20])[C@@H:17]([CH2:21][CH2+:22]3[CH:27]=[CH:26][CH:25]=[CH:24][N:23]3[CH3:28])[NH:16][C:15]2=[O:29])C)=C1.CO.[BH4-].[Na+]>O>[CH3:28][N:23]1[CH:22]([CH2:21][CH:17]2[NH:16][C:15](=[O:29])[CH2:14][NH:19][C:18]2=[O:20])[CH:27]=[CH:26][CH2:25][CH2:24]1 |f:0.1,3.4|. The solvent is O (water), O (water). Reactants: C1(CCCCC1)OC(C(=O)N)C1=CC(=C(C=C1)Cl)Cl (rac-2-cyclohexyloxy-2-(3,4-dichloro-phenyl)-acetamide), CN=C=O (methyl isocyanate). Solvent: C1(=CC=CC=C1)C (toluene). Yields the product C1(CCCCC1)OC(C(=O)NC(=O)NC)C1=CC(=C(C=C1)Cl)Cl (1-[cyclohexyloxy-(3,4-dichloro-phenyl)-acetyl]-3-methyl-urea). The yield is 87.3%. RXN SMILES: [CH:1]1([O:7][CH:8]([C:12]2[CH:17]=[CH:16][C:15]([Cl:18])=[C:14]([Cl:19])[CH:13]=2)[C:9]([NH2:11])=[O:10])[CH2:6][CH2:5][CH2:4][CH2:3][CH2:2]1.[CH3:20][N:21]=[C:22]=[O:23]>C1(C)C=CC=CC=1>[CH:1]1([O:7][CH:8]([C:12]2[CH:17]=[CH:16][C:15]([Cl:18])=[C:14]([Cl:19])[CH:13]=2)[C:9]([NH:11][C:22]([NH:21][CH3:20])=[O:23])=[O:10])[CH2:6][CH2:5][CH2:4][CH2:3][CH2:2]1. Procedure: A solution of rac-2-cyclohexyloxy-2-(3,4-dichloro-phenyl)-acetamide (291 mg, 0.96 mmol) in toluene (10 mL) was treated with methyl isocyanate (0.09 mL, 1.44 mmol). The resulting solution was heated at reflux for 24 h and then the cooled reaction was concentrated in vacuo. The reaction product was purified by flash chromatography (Merck Silica gel 60, 230-400 mesh, 90/10 hexanes/ethyl acetate) to give 1-[cyclohexyloxy-(3,4-dichloro-phenyl)-acetyl]-3-methyl-urea (301 mg, 87% yield) as a colorless ...